This data is from the Open Reaction Database (ORD), a public repository of structured organic reaction records. The task is: describe an organic reaction: reactants, conditions, products, and yield Starting materials: ( 14 ), [N+](=[N-])=C(C(=O)OC)C(=O)OC (dimethyl diazopropanedioate), CS(=O)(=O)OCCC(=C)C1=CC(=C(C=C1)Cl)Cl (3-(3,4-dichlorophenyl)-3-buten-1-yl methanesulfonate). The reagents and catalysts are CC(=O)[O-].CC(=O)[O-].CC(=O)[O-].CC(=O)[O-].[Rh+2].[Rh+2] (Rhodium acetate dimer). The solvent is ClC1=CC=CC=C1 (chlorobenzene), ClC1=CC=CC=C1 (chlorobenzene), C(Cl)Cl (DCM). Product: ClC=1C=C(C=CC1Cl)C1(C(C1)(C(=O)OC)C(=O)OC)CCOS(=O)(=O)C (dimethyl 2-(3,4-dichlorophenyl)-2-{2-[(methylsulfonyl)oxy]ethyl}-1,1-cyclopropanedicarboxylate). As a reaction SMILES: [CH3:1][S:2]([O:5][CH2:6][CH2:7][C:8]([C:10]1[CH:15]=[CH:14][C:13]([Cl:16])=[C:12]([Cl:17])[CH:11]=1)=[CH2:9])(=[O:4])=[O:3].[N+](=[C:20]([C:25]([O:27][CH3:28])=[O:26])[C:21]([O:23][CH3:24])=[O:22])=[N-]>ClC1C=CC=CC=1.C(Cl)Cl.CC([O-])=O.CC([O-])=O.CC([O-])=O.CC([O-])=O.[Rh+2].[Rh+2]>[Cl:17][C:12]1[CH:11]=[C:10]([C:8]2([CH2:7][CH2:6][O:5][S:2]([CH3:1])(=[O:4])=[O:3])[CH2:9][C:20]2([C:25]([O:27][CH3:28])=[O:26])[C:21]([O:23][CH3:24])=[O:22])[CH:15]=[CH:14][C:13]=1[Cl:16] |f:4.5.6.7.8.9|. Procedure details: In a round-bottomed flask, 3-(3,4-dichlorophenyl)-3-buten-1-yl methanesulfonate (P62, 90.8 g, 308 mmol) was dissolved in chlorobenzene (200 ml) to give a green solution. Rhodium acetate dimer (6.80 g, 15.38 mmol) was added. The suspension was warmed to an internal temperature of +65° C. and dimethyl diazopropanedioate (78 g, 492 mmol, for a reference procedure of preparation see Synthetic Communication 1987, 17 (14), 1709-1716) dissolved in chlorobenzene (150 ml) was added dropwise (during 2.5 h... Yield: 17.3%. Conditions: time 4.5 hour. RXN SMILES: [CH:1]1([NH:4][C:5]([C:7]2[CH:8]=[C:9]([F:30])[C:10]([CH3:29])=[C:11]([C:13]3[CH:14]=[C:15]4[C:19](=[CH:20][CH:21]=3)[N:18](C(OC(C)(C)C)=O)[N:17]=[CH:16]4)[CH:12]=2)=[O:6])[CH2:3][CH2:2]1.Cl>O1CCOCC1>[CH:1]1([NH:4][C:5](=[O:6])[C:7]2[CH:12]=[C:11]([C:13]3[CH:14]=[C:15]4[C:19](=[CH:20][CH:21]=3)[NH:18][N:17]=[CH:16]4)[C:10]([CH3:29])=[C:9]([F:30])[CH:8]=2)[CH2:2][CH2:3]1. Reactants: C1(CC1)NC(=O)C=1C=C(C(=C(C1)C=1C=C2C=NN(C2=CC1)C(=O)OC(C)(C)C)C)F (1,1-Dimethylethyl 5-{5-[(cyclopropylamino)carbonyl]-3-fluoro-2-methylphenyl}-1H-indazole-1-carboxylate), Cl (hydrogen chloride). Run in O1CCOCC1 (dioxan). Yields the product C1(CC1)NC(C1=CC(=C(C(=C1)C=1C=C2C=NNC2=CC1)C)F)=O (N-Cyclopropyl-3-fluoro-5-(1H-indazol-5-yl)-4-methylbenzamide). Procedure details: A mixture of 1,1-dimethylethyl 5-{5-[(cyclopropylamino)carbonyl]-3-fluoro-2-methylphenyl}-1H-indazole-1-carboxylate (Example 59) (0.46 g) in a solution of hydrogen chloride in dioxan (4M, 7 ml) was stirred at room temp. under nitrogen for 4.5 h. The solvent was evaporated and the residue was partitioned between dichloromethane (20 ml) and aqueous sodium hydroxide (2M, 20 ml). The organic layer was separated using a hydrophobic filter tube, the solvent was evaporated and the residue was purified ... Starting materials: COC(CCNC(C1=CC=C(C=C1)C(CCC(C)(C)C)O)=O)=O (3-[4-(1-Hydroxy-4,4-dimethyl-pentyl)-benzoylamino]-propionic acid methyl ester), N(=NC(=O)N1CCCCC1)C(=O)N1CCCCC1 (1,1′-(azodicarbonyl)-dipiperidine), ClC1=CC=C(C=N1)O (6-chloro-pyridin-3-ol), C(CCC)P(CCCC)CCCC (Tributylphosphine). Solvent: C1(=CC=CC=C1)C (toluene). Yields the product COC(CCNC(C1=CC=C(C=C1)C(CCC(C)(C)C)OC=1C=NC(=CC1)Cl)=O)=O (3-{4-[1-(6-Chloro-pyridin-3-yloxy)-4,4-dimethyl-pentyl]-benzoylamino}-propionic acid methyl ester). Isolated yield 98.2%. RXN SMILES: [CH3:1][O:2][C:3](=[O:23])[CH2:4][CH2:5][NH:6][C:7](=[O:22])[C:8]1[CH:13]=[CH:12][C:11]([CH:14]([OH:21])[CH2:15][CH2:16][C:17]([CH3:20])([CH3:19])[CH3:18])=[CH:10][CH:9]=1.[Cl:24][C:25]1[N:30]=[CH:29][C:28](O)=[CH:27][CH:26]=1.C(P(CCCC)CCCC)CCC.N(C(N1CCCCC1)=O)=NC(N1CCCCC1)=O>C1(C)C=CC=CC=1>[CH3:1][O:2][C:3](=[O:23])[CH2:4][CH2:5][NH:6][C:7](=[O:22])[C:8]1[CH:13]=[CH:12][C:11]([CH:14]([O:21][C:28]2[CH:29]=[N:30][C:25]([Cl:24])=[CH:26][CH:27]=2)[CH2:15][CH2:16][C:17]([CH3:18])([CH3:19])[CH3:20])=[CH:10][CH:9]=1. Procedure details: 3-[4-(1-Hydroxy-4,4-dimethyl-pentyl)-benzoylamino]-propionic acid methyl ester (546 mg, 1.7 mmol) and 6-chloro-pyridin-3-ol (270 mg, 2.09 mmol) are combined in anhydrous toluene (10 mL), degassed, filled with nitrogen for 3 times, and cooled in an ice bath. Tributylphosphine (TBP) (630 uL, 2.55 mmol) is added to the reaction mixture under nitrogen at 0° C., followed by addition of 1,1′-(azodicarbonyl)-dipiperidine (ADDP) (643 mg, 2.55 mmol). The reaction mixture is allowed to warm to room temper...